From a dataset of the Open Reaction Database (ORD), a public repository of structured organic reaction records. describe an organic reaction: reactants, conditions, products, and yield Reactants: ON=C1CC(c2ccccc2)Oc2ccccc21, Cc1ccc(S(=O)(=O)Cl)cc1, c1ccncc1. Product: Cc1ccc(S(=O)(=O)ON=C2CC(c3ccccc3)Oc3ccccc32)cc1. Reaction SMILES: [OH:12][N:13]=[C:14]1[CH2:15][CH:16]([c:24]2[cH:25][cH:26][cH:27][cH:28][cH:29]2)[O:17][c:18]2[c:19]1[cH:20][cH:21][cH:22][cH:23]2.[c:1]1([CH3:11])[cH:2][cH:3][c:4]([S:7](=[O:8])(=[O:9])[Cl:10])[cH:5][cH:6]1.[cH:30]1[cH:31][cH:32][n:33][cH:34][cH:35]1>>[c:1]1([CH3:11])[cH:2][cH:3][c:4]([S:7](=[O:8])(=[O:9])[O:12][N:13]=[C:14]2[CH2:15][CH:16]([c:24]3[cH:25][cH:26][cH:27][cH:28][cH:29]3)[O:17][c:18]3[c:19]2[cH:20][cH:21][cH:22][cH:23]3)[cH:5][cH:6]1. Reactants: [Br-], COC(=O)c1ccc(C[P+](c2ccccc2)(c2ccccc2)c2ccccc2)cc1, CC(C)(C)[O-], CSc1ccc(Cc2sc(NC(C)=O)nc2C=O)cc1, [K+], CN(C)C=O. Yields the product COC(=O)c1ccc(C=Cc2nc(NC(C)=O)sc2Cc2ccc(SC)cc2)cc1. RXN SMILES: [Br-:1].[CH3:2][O:3][C:4](=[O:5])[c:6]1[cH:7][cH:8][c:9]([CH2:10][P+:11]([c:12]2[cH:13][cH:14][cH:15][cH:16][cH:17]2)([c:18]2[cH:19][cH:20][cH:21][cH:22][cH:23]2)[c:24]2[cH:25][cH:26][cH:27][cH:28][cH:29]2)[cH:30][cH:31]1.[CH3:32][C:33]([CH3:34])([O-:35])[CH3:36].[CH:38](=[O:39])[c:40]1[n:41][c:42]([NH:54][C:55]([CH3:56])=[O:57])[s:43][c:44]1[CH2:45][c:46]1[cH:47][cH:48][c:49]([S:52][CH3:53])[cH:50][cH:51]1.[K+:37].[O:58]=[CH:59][N:60]([CH3:61])[CH3:62]>>[CH3:2][O:3][C:4](=[O:5])[c:6]1[cH:7][cH:8][c:9]([CH:10]=[CH:38][c:40]2[n:41][c:42]([NH:54][C:55]([CH3:56])=[O:57])[s:43][c:44]2[CH2:45][c:46]2[cH:47][cH:48][c:49]([S:52][CH3:53])[cH:50][cH:51]2)[cH:30][cH:31]1. Starting materials: CCOC(C)=O, O=[N+]([O-])c1cc(OC(F)(F)F)ccc1I, c1c[nH]cn1. RXN SMILES: [CH3:21][CH2:22][O:23][C:24](=[O:25])[CH3:26].[I:6][c:7]1[c:8]([N+:18](=[O:19])[O-:20])[cH:9][c:10]([O:13][C:14]([F:15])([F:16])[F:17])[cH:11][cH:12]1.[nH:1]1[cH:2][n:3][cH:4][cH:5]1>>[n:1]1(-[c:7]2[c:8]([N+:18](=[O:19])[O-:20])[cH:9][c:10]([O:13][C:14]([F:15])([F:16])[F:17])[cH:11][cH:12]2)[cH:2][n:3][cH:4][cH:5]1. Product: O=[N+]([O-])c1cc(OC(F)(F)F)ccc1-n1ccnc1.